Dataset: the Open Reaction Database (ORD), a public repository of structured organic reaction records. Task: describe an organic reaction: reactants, conditions, products, and yield The reactants are FC1=C(C=CC(=C1)I)NC=1C(=C2N(C(C1C)=O)CCO2)NS(=O)(=O)C2C(C2)COCC2=CC=CC=C2 (2-Benzyloxymethyl-cyclopropanesulfonic acid [7-(2-fluoro-4-iodo-phenylamino)-6-methyl-5-oxo-2,3-dihydro-5H-oxazolo[3,2-a]pyridin-8-yl]-amide), B(F)(F)F (BF3), C(C)S (ethane thiol). The solvent is C(C)OC(C)=O (ethylacetate). Run at time 8 hour. Yields the product FC1=C(C=CC(=C1)I)NC=1C(=C2N(C(C1C)=O)CCO2)NS(=O)(=O)C2C(C2)CO (2-Hydroxymethyl-cyclopropanesulfonic acid [7-(2-fluoro-4-iodo-phenylamino)-6-methyl-5-oxo-2,3-dihydro-5H-oxazolo[3, 2-a]pyridin-8-yl]-amide). Yield: 20.5%. Reaction SMILES: [F:1][C:2]1[CH:7]=[C:6]([I:8])[CH:5]=[CH:4][C:3]=1[NH:9][C:10]1[C:11]([NH:21][S:22]([CH:25]2[CH2:27][CH:26]2[CH2:28][O:29]CC2C=CC=CC=2)(=[O:24])=[O:23])=[C:12]2[O:20][CH2:19][CH2:18][N:13]2[C:14](=[O:17])[C:15]=1[CH3:16].B(F)(F)F.C(S)C>C(OC(=O)C)C>[F:1][C:2]1[CH:7]=[C:6]([I:8])[CH:5]=[CH:4][C:3]=1[NH:9][C:10]1[C:11]([NH:21][S:22]([CH:25]2[CH2:27][CH:26]2[CH2:28][OH:29])(=[O:24])=[O:23])=[C:12]2[O:20][CH2:19][CH2:18][N:13]2[C:14](=[O:17])[C:15]=1[CH3:16]. Reported procedure: 2-Benzyloxymethyl-cyclopropanesulfonic acid [7-(2-fluoro-4-iodo-phenylamino)-6-methyl-5-oxo-2,3-dihydro-5H-oxazolo[3,2-a]pyridin-8-yl]-amide (0.05 g, 0.0001 mol) was added to a stirred solution of BF3.EtO2 (0.34 g, 0.002 mol) in ethane thiol (0.05 g, 0.001 mol) at 0° C. under nitrogen atmosphere. The resulting mixture was stirred at room temperature overnight. The reaction was monitored by TLC (100% ethylacetate). The reaction mixture was quenched with saturated NaHCO3 solution and extracted wit...